This data is from the Open Reaction Database (ORD), a public repository of structured organic reaction records. The task is: describe an organic reaction: reactants, conditions, products, and yield Starting materials: OC1=CC=C(C=C1)\C=C(/C#N)\C1=CC(=C(C(=C1)OC)OC)OC ((Z)-3-(4-hydroxy-phenyl)-2-(3,4,5-trimethoxy-phenyl)-acrylonitrile), C(C)(=O)OC(C)=O (acetic anhydride). Solvent: N1=CC=CC=C1 (pyridine). The product is C(C)(=O)OC1=CC=C(C=C1)\C=C(\C1=CC(=C(C(=C1)OC)OC)OC)/C#N (4-[(Z)-2-cyano-2-(3,4,5-trimethoxy-phenyl)-vinyl]-phenyl acetate). Isolated yield 93.0%. RXN SMILES: [OH:1][C:2]1[CH:7]=[CH:6][C:5](/[CH:8]=[C:9](/[C:12]2[CH:17]=[C:16]([O:18][CH3:19])[C:15]([O:20][CH3:21])=[C:14]([O:22][CH3:23])[CH:13]=2)\[C:10]#[N:11])=[CH:4][CH:3]=1.[C:24](OC(=O)C)(=[O:26])[CH3:25]>N1C=CC=CC=1>[C:24]([O:1][C:2]1[CH:7]=[CH:6][C:5](/[CH:8]=[C:9](\[C:10]#[N:11])/[C:12]2[CH:13]=[C:14]([O:22][CH3:23])[C:15]([O:20][CH3:21])=[C:16]([O:18][CH3:19])[CH:17]=2)=[CH:4][CH:3]=1)(=[O:26])[CH3:25]. Procedure: Compound 15 (1.20 g) was acetylated with acetic anhydride and pyridine in accordance with a customary method, to thereby produce the target product (1.27 g, yield: 93%). The reactants are C(C(C)C)C1=CC(=C(S1)S(=O)(=O)NC(C)(C)C)C1=CC=C(C=C1)CN1N=CN=N1 (5-iso-butyl-N-tert-butyl-3-(4-tetrazol-2-ylmethylphenyl)-thiophene-2-sulfonamide), B(Cl)(Cl)Cl (BCl3), O (Water). Solvent: C(Cl)Cl (CH2Cl2). Conditions: time 0.5 hour. The product is C(C(C)C)C1=CC(=C(S1)S(=O)(=O)N)C1=CC=C(C=C1)CN1N=CN=N1 (5-iso-Butyl-3-(4tetrazol-2-ylmethylphenyl)thiophene-2-sulfonamide). RXN SMILES: [CH2:1]([C:5]1[S:9][C:8]([S:10]([NH:13]C(C)(C)C)(=[O:12])=[O:11])=[C:7]([C:18]2[CH:23]=[CH:22][C:21]([CH2:24][N:25]3[N:29]=[N:28][CH:27]=[N:26]3)=[CH:20][CH:19]=2)[CH:6]=1)[CH:2]([CH3:4])[CH3:3].B(Cl)(Cl)Cl.O>C(Cl)Cl>[CH2:1]([C:5]1[S:9][C:8]([S:10]([NH2:13])(=[O:12])=[O:11])=[C:7]([C:18]2[CH:23]=[CH:22][C:21]([CH2:24][N:25]3[N:29]=[N:28][CH:27]=[N:26]3)=[CH:20][CH:19]=2)[CH:6]=1)[CH:2]([CH3:4])[CH3:3]. Reported procedure: To a solution of 5-iso-butyl-N-tert-butyl-3-(4-tetrazol-2-ylmethylphenyl)-thiophene-2-sulfonamide (42.1 mg, 0.111 mmol, see step (c) above) in CH2Cl2 (10 mL) was added BCl3 (0.5 mL, 1M, 0.5 mmol) under N2 (g). The reaction mixture was stirred for 0.5 h. Water (50 mL) was added and the mixture was extracted with ethyl acetate (3×50 mL). The combined organic phases were washed with brine and dried over MgSO4 and the solvent was removed in vacuo. The crude product was used directly in the next step... The reactants are C(C)(C)(C)OC(=O)N1CCN(CC1)C1=NC=NC=C1N (4-(5-aminopyrimidin-4-yl)-piperazine-1-carboxylic acid tert-butyl ester), ClC1=NC(=NC(=C1)Cl)[N+](=O)[O-] (4,6-dichloro-nitropyrimidine). Yields the product Cl.Cl.N1(CCNCC1)C1=NC=NC=C1N (4-Piperazin-1-yl-pyrimidin-5-ylamine dihydrochloride). As a reaction SMILES: C(OC([N:8]1[CH2:13][CH2:12][N:11]([C:14]2[C:19]([NH2:20])=[CH:18][N:17]=[CH:16][N:15]=2)[CH2:10][CH2:9]1)=O)(C)(C)C.[Cl:21]C1C=C(Cl)N=C([N+]([O-])=O)N=1>>[ClH:21].[ClH:21].[N:11]1([C:14]2[C:19]([NH2:20])=[CH:18][N:17]=[CH:16][N:15]=2)[CH2:10][CH2:9][NH:8][CH2:13][CH2:12]1 |f:2.3.4|. Reported procedure: 4-Piperazin-1-yl-pyrimidin-5-ylamine dihydrochloride was prepared by the procedures described in Example 34, Step 3, substituting (2R)-{1-(4-chlorobenzyl)-2-[4-(1H-indazol-5-yl)-piperazin-1-yl]-2-oxo-ethyl}-carbamic acid tert-butyl ester with 4-(5-aminopyrimidin-4-yl)-piperazine-1-carboxylic acid tert-butyl ester (prepared from 4,6-dichloro-nitropyrimidine according to the procedures described in U.S. Pat. No. 5,563,142). LCMS (APCI+) m/z 180 [M+H]+; Rt=1.12 minutes. Reactants: resultant mixture, NC=1C=C(C=CC1)C1=NN2C(C=CC=C2)=C1C1=NC(=NC=C1)NC1=CC=CC=C1 ({4-[2-(3-amino-phenyl)-pyrazolo[1,5-a]pyridin-3-yl]-pyrimidin-2-yl}-phenyl-amine), C(Cl)Cl (DCM), Cl.C(C1=CN=CC=C1)(=O)Cl (nicotinoyl chloride hydrochloride). Run in N1=CC=CC=C1 (pyridine). Yields the product C1(=CC=CC=C1)NC1=NC=CC(=N1)C=1C(=NN2C1C=CC=C2)C=2C=C(C=CC2)NC(C2=CN=CC=C2)=O (N-{3-[3-(2-phenylamino-pyrimidin-4-yl)-pyrazolo[1,5-a]pyridin-2-yl]-phenyl}-nicotinamide). Isolated yield 37.4%. Reaction SMILES: [NH2:1][C:2]1[CH:3]=[C:4]([C:8]2[C:16]([C:17]3[CH:22]=[CH:21][N:20]=[C:19]([NH:23][C:24]4[CH:29]=[CH:28][CH:27]=[CH:26][CH:25]=4)[N:18]=3)=[C:11]3[CH:12]=[CH:13][CH:14]=[CH:15][N:10]3[N:9]=2)[CH:5]=[CH:6][CH:7]=1.C(Cl)Cl.Cl.[C:34](Cl)(=[O:41])[C:35]1[CH:40]=[CH:39][CH:38]=[N:37][CH:36]=1>N1C=CC=CC=1>[C:24]1([NH:23][C:19]2[N:18]=[C:17]([C:16]3[C:8]([C:4]4[CH:3]=[C:2]([NH:1][C:34](=[O:41])[C:35]5[CH:40]=[CH:39][CH:38]=[N:37][CH:36]=5)[CH:7]=[CH:6][CH:5]=4)=[N:9][N:10]4[CH:15]=[CH:14][CH:13]=[CH:12][C:11]=34)[CH:22]=[CH:21][N:20]=2)[CH:29]=[CH:28][CH:27]=[CH:26][CH:25]=1 |f:2.3|. Reported procedure: To a solution of {4-[2-(3-amino-phenyl)-pyrazolo[1,5-a]pyridin-3-yl]-pyrimidin-2-yl}-phenyl-amine (40 mg, 0.105 mmol) in mixture of DCM (1.2 mL) and pyridine (0.3 mL) was added nicotinoyl chloride hydrochloride (23 mg, 0.11 mmol). The resultant mixture was stirred at rt for 12 h. The resultant precipitate was collected by filtration, and washed with water and diethyl ether to give N-{3-[3-(2-phenylamino-pyrimidin-4-yl)-pyrazolo[1,5-a]pyridin-2-yl]-phenyl}-nicotinamide (19 mg). 1H NMR (400 MHz, D... Reactants: [N+](=O)([O-])C1=CC=C(OCCN2C=NC=C2)C=C1 (1-[2-(4-nitrophenoxy)ethyl]imidazole), [Cl-].[Ca+2].[Cl-] (calcium chloride), reduced iron. Solvent: C(C)O (ethanol). The product is N1(C=NC=C1)CCOC1=CC=C(N)C=C1 (4-[2-(imidazol-1-yl)ethoxy]aniline). The yield is 55.6%. Reaction SMILES: [N+:1]([C:4]1[CH:17]=[CH:16][C:7]([O:8][CH2:9][CH2:10][N:11]2[CH:15]=[CH:14][N:13]=[CH:12]2)=[CH:6][CH:5]=1)([O-])=O.[Cl-].[Ca+2].[Cl-]>C(O)C>[N:11]1([CH2:10][CH2:9][O:8][C:7]2[CH:16]=[CH:17][C:4]([NH2:1])=[CH:5][CH:6]=2)[CH:15]=[CH:14][N:13]=[CH:12]1 |f:1.2.3|. Reported procedure: To 1-[2-(4-nitrophenoxy)ethyl]imidazole (0.64 g) was added 85% ethanol solution (19.2 ml), calcium chloride (0.15 g) and reduced iron (0.77 g) were added to the mixture, and the mixture was heated to reflux for 3 hours. After cooling to room temperature, the mixture was filtered with. Celite, and washed with ethyl acetate. The solvent was removed under reduced pressure, and the obtained residue was dissolved in ethyl acetate. The organic layer was washed with saturated brine, and dried over magn... Reactants: O=C([O-])O, CCOC(CN(Cc1cccnc1)C(=O)CCOCCc1ccccc1)OCC, ClCCl, Cl, [Na+], C1COCCO1. Yields the product O=CCN(Cc1cccnc1)C(=O)CCOCCc1ccccc1. As a reaction SMILES: [C:34](=[O:35])([OH:36])[O-:37].[CH2:1]([O:3][CH:4]([O:2][CH2:27][CH3:28])[CH2:5][N:6]([C:7]([CH2:8][CH2:9][O:10][CH2:11][CH2:12][c:13]1[cH:14][cH:15][cH:16][cH:17][cH:18]1)=[O:19])[CH2:20][c:21]1[cH:22][n:23][cH:24][cH:25][cH:26]1)[CH3:29].[Cl:31][CH2:32][Cl:33].[ClH:30].[Na+:38].[O:39]1[CH2:40][CH2:41][O:42][CH2:43][CH2:44]1>>[O:3]=[CH:4][CH2:5][N:6]([C:7]([CH2:8][CH2:9][O:10][CH2:11][CH2:12][c:13]1[cH:14][cH:15][cH:16][cH:17][cH:18]1)=[O:19])[CH2:20][c:21]1[cH:22][n:23][cH:24][cH:25][cH:26]1. Starting materials: FC(C1=CC(=NC=2N1N=CC2C#C)C2=CC=C(C=C2)C(F)(F)F)F (7-difluoromethyl-3-ethynyl-5-(4-trifluoromethyl-phenyl)-pyrazolo[1,5-a]pyrimidine), NC1=NC=C(C=C1C)Br (2-amino-5-bromo-3-methylpyridine). Yields the product FC(C1=CC(=NC=2N1N=CC2C#CC=2C=C(C(=NC2)N)C)C2=CC=C(C=C2)C(F)(F)F)F (5-[7-Difluoromethyl-5-(4-trifluoromethyl-phenyl)-pyrazolo[1,5-a]pyrimidin-3-ylethynyl]-3-methyl-pyridin-2-ylamine), solid. Isolated yield 46.0%. Reaction SMILES: [F:1][CH:2]([F:24])[C:3]1[N:8]2[N:9]=[CH:10][C:11]([C:12]#[CH:13])=[C:7]2[N:6]=[C:5]([C:14]2[CH:19]=[CH:18][C:17]([C:20]([F:23])([F:22])[F:21])=[CH:16][CH:15]=2)[CH:4]=1.[NH2:25][C:26]1[C:31]([CH3:32])=[CH:30][C:29](Br)=[CH:28][N:27]=1>>[F:24][CH:2]([F:1])[C:3]1[N:8]2[N:9]=[CH:10][C:11]([C:12]#[C:13][C:29]3[CH:30]=[C:31]([CH3:32])[C:26]([NH2:25])=[N:27][CH:28]=3)=[C:7]2[N:6]=[C:5]([C:14]2[CH:19]=[CH:18][C:17]([C:20]([F:23])([F:22])[F:21])=[CH:16][CH:15]=2)[CH:4]=1. Reported procedure: The title compound was prepared from 7-difluoromethyl-3-ethynyl-5-(4-trifluoromethyl-phenyl)-pyrazolo[1,5-a]pyrimidine (example C.2) (340 mg, 1.0 mmol) and 2-amino-5-bromo-3-methylpyridine (168 mg, 1.0 mmol) according to general procedure II. Obtained as a red solid (210 mg, 46%). MS (ISP) 444.3 [(M+H)+]; mp 194-195° C. Starting materials: N1(CCCCC1)CC=1C=C(OCCCN)C=CC1 (3-[3-(Piperidinomethyl)phenoxy]propylamine), BrC=1SC=CN1 (2-bromothiazole). The solvent is N1=CC=CC=C1 (pyridine). The product is N1(CCCCC1)CC=1C=C(OCCCNC=2SC=CN2)C=CC1 (2-[3-[3-(Piperidinomethyl)phenoxy]propylamino]thiazole). RXN SMILES: [N:1]1([CH2:7][C:8]2[CH:9]=[C:10]([CH:16]=[CH:17][CH:18]=2)[O:11][CH2:12][CH2:13][CH2:14][NH2:15])[CH2:6][CH2:5][CH2:4][CH2:3][CH2:2]1.Br[C:20]1[S:21][CH:22]=[CH:23][N:24]=1>N1C=CC=CC=1>[N:1]1([CH2:7][C:8]2[CH:9]=[C:10]([CH:16]=[CH:17][CH:18]=2)[O:11][CH2:12][CH2:13][CH2:14][NH:15][C:20]2[S:21][CH:22]=[CH:23][N:24]=2)[CH2:6][CH2:5][CH2:4][CH2:3][CH2:2]1. Procedure: 3-[3-(Piperidinomethyl)phenoxy]propylamine (7.45 g) and 2-bromothiazole (2.46 g) in pyridine (25 ml) were stirred under reflux for 20 hours. The reaction mixture was cooled, evaporated and partitioned between chloroform and water. The chloroform layer was evaporated and subjected to medium pressure column chromatography on silica (chloroform:methanol 19:1) to give the title compound as an oil. This was converted to 2-[3-[3-(piperidinomethyl)phenoxy]propylamino]thiazole dihydrochloride, m.p. 192.... The reactants are C(=O)(C(=O)OCC)NC=1SC(=CC1[N+](=O)[O-])C(C)C (2-Ethoxalylamino-5-isopropyl-3-nitrothiophene), S(=O)([O-])S(=O)[O-].[Na+].[Na+] (sodium dithionite). The solvent is O1CCOCC1 (dioxane), O (water), O (water). Product: C(C)(C)C1=CC2=C(NC(C(N2)=O)=O)S1 (6-Isopropylthieno[2,3-b]pyrazine-2,3(1H,4H)-dione). Isolated yield 8.8%. Reaction SMILES: [C:1]([NH:8][C:9]1[S:10][C:11]([CH:17]([CH3:19])[CH3:18])=[CH:12][C:13]=1[N+:14]([O-])=O)([C:3](OCC)=[O:4])=[O:2].S(S([O-])=O)([O-])=O.[Na+].[Na+]>O1CCOCC1.O>[CH:17]([C:11]1[S:10][C:9]2[NH:8][C:1](=[O:2])[C:3](=[O:4])[NH:14][C:13]=2[CH:12]=1)([CH3:19])[CH3:18] |f:1.2.3|. Procedure: 2-Ethoxalylamino-5-isopropyl-3-nitrothiophene (i g, 3.5 mmol) was dissolved in 10 ml of dioxane at 50° C., 6 ml of water was added, and the solution was treated with 12.2 g (70 mmol) of sodium dithionite dissolved in 50 ml of warm water (50° C.) over a period of 30 minutes. The mixture was cooled and extracted with 4×25 ml of ethyl acetate. The combined organic phases were washed with water, dried (MgSO4), and concentrated to 15 ml, whereby a crop of crystals separated which was filtered off and...